This data is from the Open Reaction Database (ORD), a public repository of structured organic reaction records. The task is: describe an organic reaction: reactants, conditions, products, and yield The reactants are [N+](=O)([O-])C1=C(C=CC(=C1)[N+](=O)[O-])CC(=O)O (2,4-dinitrophenylacetic acid), OS(=O)(=O)O (H2SO4), CCO (EtOH). The product is [N+](=O)([O-])C1=C(C=CC(=C1)[N+](=O)[O-])CC(=O)OCC (ethyl 2-(2,4-dinitrophenyl)acetate). Reaction SMILES: [N+:1]([C:4]1[CH:9]=[C:8]([N+:10]([O-:12])=[O:11])[CH:7]=[CH:6][C:5]=1[CH2:13][C:14]([OH:16])=[O:15])([O-:3])=[O:2].OS(O)(=O)=O.[CH3:22][CH2:23]O>>[N+:1]([C:4]1[CH:9]=[C:8]([N+:10]([O-:12])=[O:11])[CH:7]=[CH:6][C:5]=1[CH2:13][C:14]([O:16][CH2:22][CH3:23])=[O:15])([O-:3])=[O:2]. Reported procedure: A mixture of 2,4-dinitrophenylacetic acid (10 g) and H2SO4 (0.1 eq) in EtOH (300 ml) was refluxed overnight. The solvent was evaporated, and EtOAc (150 ml) and H2O (200 ml) were added. The solution was extracted three times with EtOAc and washed with H2O followed by brine, dried over Na2SO4 and evaporated to give ethyl 2-(2,4-dinitrophenyl)acetate for next step without further purification. The above compound (5 g) was mixed with Pd—C (10%, 500 mg) in EtOH (200 ml) and hydrogenated under H2 atmo... Starting materials: COC(=O)C(CCSC)NC(=O)c1ccc(NCc2cccnc2)cc1-c1ccccc1, CO, N. The product is CSCCC(NC(=O)c1ccc(NCc2cccnc2)cc1-c1ccccc1)C(N)=O. As a reaction SMILES: [CH3:1][O:2][C:3]([CH:4]([NH:5][C:6]([c:7]1[c:8](-[c:21]2[cH:22][cH:23][cH:24][cH:25][cH:26]2)[cH:9][c:10]([NH:13][CH2:14][c:15]2[cH:16][n:17][cH:18][cH:19][cH:20]2)[cH:11][cH:12]1)=[O:27])[CH2:28][CH2:29][S:30][CH3:31])=[O:32].[CH3:34][OH:35].[NH3:33]>>[C:3]([CH:4]([NH:5][C:6]([c:7]1[c:8](-[c:21]2[cH:22][cH:23][cH:24][cH:25][cH:26]2)[cH:9][c:10]([NH:13][CH2:14][c:15]2[cH:16][n:17][cH:18][cH:19][cH:20]2)[cH:11][cH:12]1)=[O:27])[CH2:28][CH2:29][S:30][CH3:31])(=[O:32])[NH2:33]. The reactants are Cc1ccc(C(=O)O)cc1Br, CN(C)C=O, CN(C)c1ccncc1, NC1CC1, O=C(Cl)C(=O)Cl, ClCCl, c1ccccc1. Yields the product Cc1ccc(C(=O)NC2CC2)cc1Br. Reaction SMILES: [Br:1][c:2]1[cH:3][c:4]([C:5](=[O:6])[OH:7])[cH:8][cH:9][c:10]1[CH3:11].[CH3:31][N:32]([CH3:33])[CH:34]=[O:35].[CH3:36][N:37]([CH3:38])[c:39]1[cH:40][cH:41][n:42][cH:43][cH:44]1.[CH:18]1([NH2:21])[CH2:19][CH2:20]1.[Cl:12][C:13]([C:14]([Cl:15])=[O:16])=[O:17].[Cl:28][CH2:29][Cl:30].[cH:22]1[cH:23][cH:24][cH:25][cH:26][cH:27]1>>[Br:1][c:2]1[cH:3][c:4]([C:5](=[O:7])[NH:21][CH:18]2[CH2:19][CH2:20]2)[cH:8][cH:9][c:10]1[CH3:11]. Starting materials: COCC(=O)O, N=C=NC1CCCCC1, ClCCl, ClCCl, CC(C)c1cnc(NC(=O)Cc2ccc(N)cc2)s1, CN(C)C=O. The product is COCC(=O)Nc1ccc(CC(=O)Nc2ncc(C(C)C)s2)cc1. RXN SMILES: [CH3:1][O:2][CH2:3][C:4](=[O:5])[OH:6].[CH:29]1([N:30]=[C:31]=[NH:32])[CH2:33][CH2:34][CH2:35][CH2:36][CH2:37]1.[Cl:26][CH2:27][Cl:28].[Cl:38][CH2:39][Cl:40].[NH2:7][c:8]1[cH:9][cH:10][c:11]([CH2:14][C:15](=[O:16])[NH:17][c:18]2[s:19][c:20]([CH:23]([CH3:24])[CH3:25])[cH:21][n:22]2)[cH:12][cH:13]1.[O:41]=[CH:42][N:43]([CH3:44])[CH3:45]>>[CH3:1][O:2][CH2:3][C:4](=[O:6])[NH:7][c:8]1[cH:9][cH:10][c:11]([CH2:14][C:15](=[O:16])[NH:17][c:18]2[s:19][c:20]([CH:23]([CH3:24])[CH3:25])[cH:21][n:22]2)[cH:12][cH:13]1. Starting materials: FC(COC1=CC=C(C=C1)N)(F)F (4-(2,2,2-Trifluoro-ethoxy)-phenylamine), BrCCC=C (4-bromobut-1-ene), C(=O)([O-])[O-].[Cs+].[Cs+] (Cs2CO3). The solvent is CN(C)C=O (DMF). Yields the product C(CC=C)NC1=CC=C(C=C1)OCC(F)(F)F (But-3-enyl-[4-(2,2,2-trifluoro-ethoxy)-phenyl]-amine). The yield is 22.0%. As a reaction SMILES: [F:1][C:2]([F:13])([F:12])[CH2:3][O:4][C:5]1[CH:10]=[CH:9][C:8]([NH2:11])=[CH:7][CH:6]=1.Br[CH2:15][CH2:16][CH:17]=[CH2:18].C([O-])([O-])=O.[Cs+].[Cs+]>CN(C=O)C>[CH2:18]([NH:11][C:8]1[CH:7]=[CH:6][C:5]([O:4][CH2:3][C:2]([F:12])([F:13])[F:1])=[CH:10][CH:9]=1)[CH2:17][CH:16]=[CH2:15] |f:2.3.4|. Reported procedure: The mixture of 4-(2,2,2-Trifluoro-ethoxy)-phenylamine (2.5 g, 13 mmol), 4-bromobut-1-ene (3.54 g, 26 mmol) and Cs2CO3 (6.41 g, 20 mmol) was stirred in 30 mL of DMF at ambient temperature for 72 h. And then the mixture was filtered and washed with water. The filtrate was extracted with EtOAc (30 mL×3). The combined organic layers was washed with brine and dried with anhydrous sodium sulfate and evaporated to dryness. The residue was purified by silica-gel column chromatography (eluting with petro... The reactants are ON=C(C(=O)O)C=1SC=CC1 (2-hydroxyimino-2-(thien-2-yl)acetic acid), BrC(C(=O)OC(C)(C)C)(C)C (t-butyl 2-bromo-2-methylpropionate), C(C1=CC=CC=C1)[NH2+]CCC1=CC=CC=C1 (N-benzyl-2-phenylethylammonium). Solvent: C(C)O (ethanol). Yields the product C(C)(C)(C)OC(=O)C(C)(C)ON=C(C(=O)O)C=1SC=CC1 (2-(2-t-Butoxycarbonylprop-2-yloxyimino)-2-(thien-2-yl)acetic acid). Isolated yield 78.0%. RXN SMILES: [OH:1][N:2]=[C:3]([C:7]1[S:8][CH:9]=[CH:10][CH:11]=1)[C:4]([OH:6])=[O:5].Br[C:13]([CH3:22])([CH3:21])[C:14]([O:16][C:17]([CH3:20])([CH3:19])[CH3:18])=[O:15].C([NH2+]CCC1C=CC=CC=1)C1C=CC=CC=1>C(O)C>[C:17]([O:16][C:14]([C:13]([O:1][N:2]=[C:3]([C:7]1[S:8][CH:9]=[CH:10][CH:11]=1)[C:4]([OH:6])=[O:5])([CH3:22])[CH3:21])=[O:15])([CH3:20])([CH3:19])[CH3:18]. Procedure: The title compound was prepared from 2-hydroxyimino-2-(thien-2-yl)acetic acid (syn isomer) and t-butyl 2-bromo-2-methylpropionate, in a similar manner to that described for Preparation 1, in 78% yield as a colourless oil, and was characterised as the N-benzyl-2-phenylethylammonium salt, m.p. 201.3°-201.9° (from ethanol). Starting materials: ClC1=CC2=C(C(CC[N+](=C2C2=C(C=CC=C2)F)[O-])=O)C=C1 (8chloro-1-(2-fluorophenyl)-3,4-dihydro-5H-2-benzazepin-5-one-2-oxide), COC(N(C)C)OC (dimethylformamide dimethyl acetal). Run in CCOCC (ether). Reaction conditions: time 12 hour. Product: ClC1=CC2=C(C(C(C[N+](=C2C2=C(C=CC=C2)F)[O-])=CN(C)C)=O)C=C1 (8-Chloro-1-(2-fluorophenyl)-3,4-dihydro-4-[(dimethylamino)methylene]-5-H-2-benzazepin-5-one-2-oxide). Reaction SMILES: [Cl:1][C:2]1[CH:21]=[CH:20][C:5]2[C:6](=[O:19])[CH2:7][CH2:8][N+:9]([O-:18])=[C:10]([C:11]3[CH:16]=[CH:15][CH:14]=[CH:13][C:12]=3[F:17])[C:4]=2[CH:3]=1.CO[CH:24](OC)[N:25]([CH3:27])[CH3:26]>CCOCC>[Cl:1][C:2]1[CH:21]=[CH:20][C:5]2[C:6](=[O:19])[C:7](=[CH:24][N:25]([CH3:27])[CH3:26])[CH2:8][N+:9]([O-:18])=[C:10]([C:11]3[CH:16]=[CH:15][CH:14]=[CH:13][C:12]=3[F:17])[C:4]=2[CH:3]=1. Procedure details: A mixture of 3.4 g (11 mmole) of 8chloro-1-(2-fluorophenyl)-3,4-dihydro-5H-2-benzazepin-5-one-2-oxide and 26 ml of dimethylformamide dimethyl acetal was stirred at room temperature for 12 hr. The mixture was diluted with ether and the precipitate collected to give a yellow solid, mp 175°-178° C. Recrystallization from a mixture of ether and ethyl acetate gave yellow needles, mp 193°-194° C. The reactants are OCCN1CCNCC1 (4-(2-Hydroxyethyl)piperazine), ClC1=C(C=C(C(=C1)Cl)OC)NC1=C2C(=NC=C1C#N)C=C(S2)C2=CC=C(C=C2)C=O (7-[(2,4-dichloro-5-methoxyphenyl)amino]-2-(4-formylphenyl)thieno[3,2-b]pyridine-6-carbonitrile), C(C)(=O)O[BH-](OC(C)=O)OC(C)=O.[Na+] (sodium triacetoxyborohydride). Reagents/catalysts: C(C)(=O)O (acetic acid). The solvent is ClCCl (dichloromethane), CN(C=O)C (N,N-dimethylformamide). Reaction conditions: temperature 0 celsius, time 1.5 hour. Product: ClC1=C(C=C(C(=C1)Cl)OC)NC1=C2C(=NC=C1C#N)C=C(S2)C2=CC=C(C=C2)CN2CCN(CC2)CCO (7-[(2,4-dichloro-5-methoxyphenyl)amino]-2-(4-{[4-(2-hydroxyethyl)piperazin-1-yl]methyl}phenyl)thieno[3,2-b]pyridine-6-carbonitrile). Yield: 35.2%. Reaction SMILES: [OH:1][CH2:2][CH2:3][N:4]1[CH2:9][CH2:8][NH:7][CH2:6][CH2:5]1.[Cl:10][C:11]1[CH:16]=[C:15]([Cl:17])[C:14]([O:18][CH3:19])=[CH:13][C:12]=1[NH:20][C:21]1[C:26]([C:27]#[N:28])=[CH:25][N:24]=[C:23]2[CH:29]=[C:30]([C:32]3[CH:37]=[CH:36][C:35]([CH:38]=O)=[CH:34][CH:33]=3)[S:31][C:22]=12.C(O[BH-](OC(=O)C)OC(=O)C)(=O)C.[Na+]>ClCCl.CN(C)C=O.C(O)(=O)C>[Cl:10][C:11]1[CH:16]=[C:15]([Cl:17])[C:14]([O:18][CH3:19])=[CH:13][C:12]=1[NH:20][C:21]1[C:26]([C:27]#[N:28])=[CH:25][N:24]=[C:23]2[CH:29]=[C:30]([C:32]3[CH:37]=[CH:36][C:35]([CH2:38][N:7]4[CH2:8][CH2:9][N:4]([CH2:3][CH2:2][OH:1])[CH2:5][CH2:6]4)=[CH:34][CH:33]=3)[S:31][C:22]=12 |f:2.3|. Procedure details: 4-(2-Hydroxyethyl)piperazine (104 mg, 0.80 mmol) is added to a suspension of 7-[(2,4-dichloro-5-methoxyphenyl)amino]-2-(4-formylphenyl)thieno[3,2-b]pyridine-6-carbonitrile (227 mg, 0.50 mmol) in 15 mL of dichloromethane and 1 mL of N,N-dimethylformamide. The reaction mixture is cooled to 0° C. and sodium triacetoxyborohydride (800 mg, 3.8 mmol) is added. After stirring at 0° C. for 1.5 hours, 2 drops of acetic acid are added and the reaction mixture is allowed to warm to room temperature and sti... Starting materials: C/C=C/C(=O)C1=C(C=CCC1(C)C)C (Beta-damascenone), CC1=C(C(=O)C=CO1)O (Maltol), CCC1=C(C(=O)C=CO1)O (Ethyl maltol). Product: CC1=CCC(CC1)C(=C)C (Dipentene). RXN SMILES: [CH3:1]/[CH:2]=[CH:3]/C(C1C(C)(C)CC=CC=1C)=O.CC1OC=CC(=O)C=1O.[CH3:24][CH2:25][C:26]1O[CH:31]=[CH:30][C:28](=O)[C:27]=1O>>[CH3:24][C:25]1[CH2:26][CH2:27][CH:28]([C:2]([CH3:3])=[CH2:1])[CH2:30][CH:31]=1. Procedure details: Beta-damascenone (having the structure: ##STR12## Maltol; Ethyl maltol; Reactants: CCO, Cc1cc(CN(C)C)ccc1OC1CNC1, CCOC(=O)c1nnc(-c2ccccc2)o1. Yields the product Cc1cc(CN(C)C)ccc1OC1CN(C(=O)c2nnc(-c3ccccc3)o2)C1. Reaction SMILES: [CH3:33][CH2:34][OH:35].[NH:1]1[CH2:2][CH:3]([O:5][c:6]2[c:7]([CH3:16])[cH:8][c:9]([CH2:12][N:13]([CH3:14])[CH3:15])[cH:10][cH:11]2)[CH2:4]1.[c:17]1(-[c:23]2[n:24][n:25][c:26]([C:28](=[O:29])[O:30][CH2:31][CH3:32])[o:27]2)[cH:18][cH:19][cH:20][cH:21][cH:22]1>>[N:1]1([C:28]([c:26]2[n:25][n:24][c:23](-[c:17]3[cH:18][cH:19][cH:20][cH:21][cH:22]3)[o:27]2)=[O:29])[CH2:2][CH:3]([O:5][c:6]2[c:7]([CH3:16])[cH:8][c:9]([CH2:12][N:13]([CH3:14])[CH3:15])[cH:10][cH:11]2)[CH2:4]1.